The task is: describe an organic reaction: reactants, conditions, products, and yield. This data is from the Open Reaction Database (ORD), a public repository of structured organic reaction records. Reactants: C=CC1=CC=CC=C1.C(C(=C)C)(=O)O (styrene methacrylic acid), p-phenylene-bis(ethyl)carbodiimide, CC1=C(C=CC=C1NC2=NC(=O)C3=C2C(=C(C(=C3Cl)Cl)Cl)Cl)NC4=NC(=O)C5=C4C(=C(C(=C5Cl)Cl)Cl)Cl (pigment), CC1=C(C=CC=C1NC2=NC(=O)C3=C2C(=C(C(=C3Cl)Cl)Cl)Cl)NC4=NC(=O)C5=C4C(=C(C(=C5Cl)Cl)Cl)Cl (pigment), CC1=C(C=CC=C1NC2=NC(=O)C3=C2C(=C(C(=C3Cl)Cl)Cl)Cl)NC4=NC(=O)C5=C4C(=C(C(=C5Cl)Cl)Cl)Cl (pigment), resultant solution, O (water), O (water), CC1=C(C=CC=C1NC2=NC(=O)C3=C2C(=C(C(=C3Cl)Cl)Cl)Cl)NC4=NC(=O)C5=C4C(=C(C(=C5Cl)Cl)Cl)Cl (pigment), resultant solution, CO (methanol), [OH-].[K+] (potassium hydroxide). Solvent: CS(=O)C (dimethyl sulfoxide), C1(NCC2=CC=CC=C12)=O (isoindolinone), C1(NCC2=CC=CC=C12)=O (isoindolinone). Conditions: temperature 0 celsius. The product is C1(NCC2=CC=CC=C12)=O.CC1=C(C=CC=C1NC2=NC(=O)C3=C2C(=C(C(=C3Cl)Cl)Cl)Cl)NC4=NC(=O)C5=C4C(=C(C(=C5Cl)Cl)Cl)Cl (isoindolinone pigment). RXN SMILES: C=CC1C=CC=CC=1.C(O)(=O)C(C)=C.CO.[OH-].[K+].O.[CH3:20][C:21]1[C:26]([NH:27][C:28]2[C:33]3[C:34]([Cl:41])=[C:35]([Cl:40])[C:36]([Cl:39])=[C:37]([Cl:38])[C:32]=3[C:30](=[O:31])[N:29]=2)=[CH:25][CH:24]=[CH:23][C:22]=1[NH:42][C:43]1[C:48]2[C:49]([Cl:56])=[C:50]([Cl:55])[C:51]([Cl:54])=[C:52]([Cl:53])[C:47]=2[C:45](=[O:46])[N:44]=1>CS(C)=O.C1(=O)C2C(=CC=CC=2)CN1>[C:30]1(=[O:31])[C:32]2[C:33](=[CH:34][CH:35]=[CH:36][CH:37]=2)[CH2:28][NH:29]1.[CH3:20][C:21]1[C:22]([NH:42][C:43]2[C:48]3[C:49]([Cl:56])=[C:50]([Cl:55])[C:51]([Cl:54])=[C:52]([Cl:53])[C:47]=3[C:45](=[O:46])[N:44]=2)=[CH:23][CH:24]=[CH:25][C:26]=1[NH:27][C:28]1[C:33]2[C:34]([Cl:41])=[C:35]([Cl:40])[C:36]([Cl:39])=[C:37]([Cl:38])[C:32]=2[C:30](=[O:31])[N:29]=1 |f:0.1,3.4,9.10|. Procedure: As a dispersing agent having a crosslinkable functional group, 9.5 parts of a styrene/methacrylic acid copolymer (acid value: 290; molecular weight: 15,000) were dissolved in 80 parts of dimethyl sulfoxide, and 10 parts of an isoindolinone pigment (C.I. Pigment Yellow 109) were suspended in the resultant solution in a flask at 25° C. under an air atmosphere. A 30% methanol solution of potassium hydroxide was then added dropwise little by little to dissolve the isoindolinone pigment. After the pi... Reactants: O=C(n1ccnc1)n1ccnc1, CS(N)(=O)=O, CCC(CC)(Oc1ccc(Cl)cc1C1CC(=O)NC(c2cc(Cl)ccc2C)C12C(=O)Nc1cc(Cl)ccc12)C(=O)O, Cl, [H-], [Na+], CN(C)C=O, O. Product: CCC(CC)(Oc1ccc(Cl)cc1C1CC(=O)NC(c2cc(Cl)ccc2C)C12C(=O)Nc1cc(Cl)ccc12)C(=O)NS(C)(=O)=O. RXN SMILES: [C:42]([n:43]1[cH:44][cH:45][n:46][cH:47]1)([n:48]1[cH:49][cH:50][n:51][cH:52]1)=[O:53].[CH3:54][S:55](=[O:56])(=[O:57])[NH2:58].[Cl:1][c:2]1[cH:3][cH:4][c:5]2[c:9]([cH:10]1)[NH:8][C:7](=[O:11])[C:6]21[CH:12]([c:34]2[c:35]([CH3:41])[cH:36][cH:37][c:38]([Cl:40])[cH:39]2)[NH:13][C:14](=[O:33])[CH2:15][CH:16]1[c:17]1[c:18]([O:24][C:25]([CH2:26][CH3:27])([C:28](=[O:29])[OH:30])[CH2:31][CH3:32])[cH:19][cH:20][c:21]([Cl:23])[cH:22]1.[ClH:61].[H-:60].[Na+:59].[O:62]=[CH:63][N:64]([CH3:65])[CH3:66].[OH2:67]>>[Cl:1][c:2]1[cH:3][cH:4][c:5]2[c:9]([cH:10]1)[NH:8][C:7](=[O:11])[C:6]21[CH:12]([c:34]2[c:35]([CH3:41])[cH:36][cH:37][c:38]([Cl:40])[cH:39]2)[NH:13][C:14](=[O:33])[CH2:15][CH:16]1[c:17]1[c:18]([O:24][C:25]([CH2:26][CH3:27])([C:28](=[O:30])[NH:58][S:55]([CH3:54])(=[O:56])=[O:57])[CH2:31][CH3:32])[cH:19][cH:20][c:21]([Cl:23])[cH:22]1. Starting materials: C(C1=CC=CC=C1)(=O)C1=CC=C2C=CC=C(C2=C1)N1CCN(CC1)C (7-Benzoyl-1-(4-methyl-1-piperazinyl)naphthalene), [BH4-].[Na+] (sodium borohydride). Solvent: C(C)O (ethanol). Reaction conditions: time 1 hour. Yields the product OC(C1=CC=CC=C1)C1=CC=C2C=CC=C(C2=C1)N1CCN(CC1)C (7-(α-Hydroxybenzyl)-1-(4-methyl-1-piperazinyl)-naphthalene). Isolated yield 0.1%. As a reaction SMILES: [C:1]([C:9]1[CH:18]=[C:17]2[C:12]([CH:13]=[CH:14][CH:15]=[C:16]2[N:19]2[CH2:24][CH2:23][N:22]([CH3:25])[CH2:21][CH2:20]2)=[CH:11][CH:10]=1)(=[O:8])[C:2]1[CH:7]=[CH:6][CH:5]=[CH:4][CH:3]=1.[BH4-].[Na+]>C(O)C>[OH:8][CH:1]([C:9]1[CH:18]=[C:17]2[C:12]([CH:13]=[CH:14][CH:15]=[C:16]2[N:19]2[CH2:24][CH2:23][N:22]([CH3:25])[CH2:21][CH2:20]2)=[CH:11][CH:10]=1)[C:2]1[CH:3]=[CH:4][CH:5]=[CH:6][CH:7]=1 |f:1.2|. Reported procedure: The title product of example 43 (0.121 g, 0.366 mmol) was dissolved in ethanol (3 mL) and sodium borohydride (0.025 g, 0.66 mmol) was added. The mixture was stirred 1 hour at ambient temperature, then it was concentrated at reduced pressure at 40° C. The residue was partitioned between ethyl acetate and water and the phases were separated. The organic layer was washed with water and brine; then it was dried over magnesium sulfate and concentrated to a light yellow oil. The oil was purified by fl... Solvent: CN(C)C=O (DMF). Conditions: time 8 hour. Procedure: A mixture of ethyl pipecolinate hydrochloride (10 g, 52 mmol), benzylbromide (7 mL, 57 mmol) and potassium carbonate (15 g, 114 mmol) in DMF (80 mL) was stirred at room temperature overnight. The solvent was removed in vacuo. The residue was partitioned between dichloromethane (100 mL) and water (50 mL). The aqueous layer was extracted with dichloromethane (2×100 mL), dried over Na2SO4, then evaporated to give a yellow oil. The crude product was chromatographed (500 g silica gel) eluting with a ... Product: Cl.C(C1=CC=CC=C1)N1C(C(=O)O)CCCC1 (N-Benzylpipecolic acid hydrochloride). The reactants are Cl.N1C(C(=O)OCC)CCCC1 (ethyl pipecolinate hydrochloride), C(C1=CC=CC=C1)Br (benzylbromide), C([O-])([O-])=O.[K+].[K+] (potassium carbonate). RXN SMILES: [ClH:1].[NH:2]1[CH2:12][CH2:11][CH2:10][CH2:9][CH:3]1[C:4]([O:6]CC)=[O:5].[CH2:13](Br)[C:14]1[CH:19]=[CH:18][CH:17]=[CH:16][CH:15]=1.C(=O)([O-])[O-].[K+].[K+]>CN(C=O)C>[ClH:1].[CH2:13]([N:2]1[CH2:12][CH2:11][CH2:10][CH2:9][CH:3]1[C:4]([OH:6])=[O:5])[C:14]1[CH:19]=[CH:18][CH:17]=[CH:16][CH:15]=1 |f:0.1,3.4.5,7.8|. Yield: 92.5%. The reactants are C1CCOC1, CCCCCC, CC1CCCC(C#N)N1Cc1ccccc1, [Li]CCCC, CC(C)NC(C)C, CC(C)(C)OC(=O)N1CC(=O)C1. Product: CC1CCCC(C#N)(C2(O)CN(C(=O)OC(C)(C)C)C2)N1Cc1ccccc1. Reaction SMILES: [CH2:47]1[O:48][CH2:49][CH2:50][CH2:51]1.[CH3:13][CH2:14][CH2:15][CH2:16][CH2:17][CH3:18].[CH3:19][CH:20]1[CH2:21][CH2:22][CH2:23][CH:24]([C:33]#[N:34])[N:25]1[CH2:26][c:27]1[cH:28][cH:29][cH:30][cH:31][cH:32]1.[CH3:8][CH2:9][CH2:10][CH2:11][Li:12].[CH:1]([NH:2][CH:3]([CH3:4])[CH3:5])([CH3:6])[CH3:7].[O:35]=[C:36]1[CH2:37][N:38]([C:40](=[O:41])[O:42][C:43]([CH3:44])([CH3:45])[CH3:46])[CH2:39]1>>[CH3:19][CH:20]1[CH2:21][CH2:22][CH2:23][C:24]([C:33]#[N:34])([C:36]2([OH:35])[CH2:37][N:38]([C:40](=[O:41])[O:42][C:43]([CH3:44])([CH3:45])[CH3:46])[CH2:39]2)[N:25]1[CH2:26][c:27]1[cH:28][cH:29][cH:30][cH:31][cH:32]1. Reaction SMILES: [CH3:18][CH:19]([C:20](=[O:21])[NH:22][c:23]1[cH:24][c:25]([CH:29]2[CH2:30][CH2:31][NH:32][CH2:33][CH2:34]2)[cH:26][cH:27][cH:28]1)[CH3:35].[Cl:7][CH2:8][CH2:9][C:10](=[O:11])[c:12]1[cH:13][cH:14][cH:15][cH:16][cH:17]1.[K+:1].[K+:2].[O-:3][C:4]([O-:5])=[O:6]>>[CH2:8]([CH2:9][C:10](=[O:11])[c:12]1[cH:13][cH:14][cH:15][cH:16][cH:17]1)[N:32]1[CH2:31][CH2:30][CH:29]([c:25]2[cH:24][c:23]([NH:22][C:20]([CH:19]([CH3:18])[CH3:35])=[O:21])[cH:28][cH:27][cH:26]2)[CH2:34][CH2:33]1. The reactants are CC(C)C(=O)Nc1cccc(C2CCNCC2)c1, O=C(CCCl)c1ccccc1, [K+], [K+], O=C([O-])[O-]. Yields the product CC(C)C(=O)Nc1cccc(C2CCN(CCC(=O)c3ccccc3)CC2)c1. Starting materials: O(C1=CC=CC=C1)C[C@H]1OC1 ((2S)-2-(phenoxymethyl)oxirane), N[C@H](CO)CC1=CC=C(C=C1)[N+](=O)[O-] ((2S)-2-amino-3-(4-nitrophenyl)-1-propanol). Run in C(C)O (ethanol). Yields the product [N+](=O)([O-])C1=CC=C(C=C1)C[C@@H](CO)NC[C@@H](COC1=CC=CC=C1)O ((2S)-3-(4-nitrophenyl)-2-[((2S)-2-hydroxy-3-phenoxypropyl)amino]-1-propanol). Isolated yield 75.0%. Reaction SMILES: [O:1]([CH2:8][C@@H:9]1[CH2:11][O:10]1)[C:2]1[CH:7]=[CH:6][CH:5]=[CH:4][CH:3]=1.[NH2:12][C@@H:13]([CH2:16][C:17]1[CH:22]=[CH:21][C:20]([N+:23]([O-:25])=[O:24])=[CH:19][CH:18]=1)[CH2:14][OH:15]>C(O)C>[N+:23]([C:20]1[CH:19]=[CH:18][C:17]([CH2:16][C@H:13]([NH:12][CH2:11][C@H:9]([OH:10])[CH2:8][O:1][C:2]2[CH:7]=[CH:6][CH:5]=[CH:4][CH:3]=2)[CH2:14][OH:15])=[CH:22][CH:21]=1)([O-:25])=[O:24]. Procedure: A mixture of (2S)-2-(phenoxymethyl)oxirane (2.30 g), (2S)-2-amino-3-(4-nitrophenyl)-1-propanol (3.0 g) and ethanol (30 ml) was heated under reflux for 18 hours. The reaction mixture was evaporated in vacuo. The residue was triturated with ethyl acetate to give (2S)-3-(4-nitrophenyl)-2-[((2S)-2-hydroxy-3-phenoxypropyl)amino]-1-propanol (3.97 g) as a pale yellow powder. This powder was used for the next step without further purification.